The task is: describe an organic reaction: reactants, conditions, products, and yield. This data is from the Open Reaction Database (ORD), a public repository of structured organic reaction records. Starting materials: BrC1=C(C(=CC(=C1)C(C(F)(F)F)(C(F)(F)F)F)Br)NC(C1=C(C(=CC=C1)[N+](=O)[O-])OC)=O (N-[2,6-dibromo-4-[1,2,2,2-tetrafluoro-1-(trifluoromethyl)ethyl]phenyl]-2-methoxy-3-nitro-benzamide), IC (iodomethane), example I 4.1, [H-].[Na+] (sodium hydride). Run in CN(C=O)C (N,N-dimethylformamide). Run at temperature 25 celsius. Product: BrC1=C(C(=CC(=C1)C(C(F)(F)F)(C(F)(F)F)F)Br)N(C(C1=C(C(=CC=C1)[N+](=O)[O-])OC)=O)C (N-[2,6-dibromo-4-[1,2,2,2-tetrafluoro-1-(trifluoromethyl)ethyl]phenyl]-2-methoxy-N-methyl-3-nitro-benzamide). RXN SMILES: [Br:1][C:2]1[CH:7]=[C:6]([C:8]([F:17])([C:13]([F:16])([F:15])[F:14])[C:9]([F:12])([F:11])[F:10])[CH:5]=[C:4]([Br:18])[C:3]=1[NH:19][C:20](=[O:32])[C:21]1[CH:26]=[CH:25][CH:24]=[C:23]([N+:27]([O-:29])=[O:28])[C:22]=1[O:30][CH3:31].[H-].[Na+].I[CH3:36]>CN(C)C=O>[Br:1][C:2]1[CH:7]=[C:6]([C:8]([F:17])([C:9]([F:10])([F:11])[F:12])[C:13]([F:15])([F:16])[F:14])[CH:5]=[C:4]([Br:18])[C:3]=1[N:19]([CH3:36])[C:20](=[O:32])[C:21]1[CH:26]=[CH:25][CH:24]=[C:23]([N+:27]([O-:29])=[O:28])[C:22]=1[O:30][CH3:31] |f:1.2|. Reported procedure: To a solution of N-[2,6-dibromo-4-[1,2,2,2-tetrafluoro-1-(trifluoromethyl)ethyl]phenyl]-2-methoxy-3-nitro-benzamide (obtained in a similar way as example I 4.1) (0.482 g, 0.806 mmole) in N,N-dimethylformamide (5 ml), magnetically stirred under argon atmosphere, at 25° C., in a round-bottomed flask, was added sodium hydride (60% suspension in oil, 0.039 g, 0.967 mmole). After the gas evolution had ceased, iodomethane (0.060 ml, 0.137 g, 0.967 mmole) was added and the mixture was stirred for 15 ho... The reactants are C(C)OC=1C=C(C(=O)C2=NC=C(C3=CC(=C(C=C23)OC)OC)C#N)C=CC1 (1-(3-Ethoxy-benzoyl)-6,7-dimethoxy-isoquinoline-4-carbonitrile), [N-]=[N+]=[N-].[Na+] (sodium azide), [Cl-].[NH4+] (ammonium chloride). Solvent: CN(C)C=O (DMF). Conditions: temperature 120 celsius, time 24 hour. Yields the product COC=1C=C2C(=CN=C(C2=CC1OC)C(=O)C1=CC(=CC=C1)OCC)C1=NN=NN1 ([6,7-Dimethoxy-4-(1H-tetrazol-5-yl)-isoquinolin-1-yl]-(3-ethoxy-phenyl)-methanone), trifluoro-acetic. Yield: 55.0%. Reaction SMILES: [CH2:1]([O:3][C:4]1[CH:5]=[C:6]([CH:25]=[CH:26][CH:27]=1)[C:7]([C:9]1[C:18]2[C:13](=[CH:14][C:15]([O:21][CH3:22])=[C:16]([O:19][CH3:20])[CH:17]=2)[C:12]([C:23]#[N:24])=[CH:11][N:10]=1)=[O:8])[CH3:2].[N-:28]=[N+:29]=[N-:30].[Na+].[Cl-].[NH4+]>CN(C=O)C>[CH3:22][O:21][C:15]1[CH:14]=[C:13]2[C:18](=[CH:17][C:16]=1[O:19][CH3:20])[C:9]([C:7]([C:6]1[CH:25]=[CH:26][CH:27]=[C:4]([O:3][CH2:1][CH3:2])[CH:5]=1)=[O:8])=[N:10][CH:11]=[C:12]2[C:23]1[NH:30][N:29]=[N:28][N:24]=1 |f:1.2,3.4|. Procedure: The mixture of 1-(3-Ethoxy-benzoyl)-6,7-dimethoxy-isoquinoline-4-carbonitrile (50 mg, 140 mmol), sodium azide (20 mg, 310 mmol) and ammonium chloride (16.2 mg, 310 mmol) in DMF (2 mL) was stirred at 120° C. for 24 h. After removal of solvent, the crude product was purified directly by HPLC (Reverse C18, 10%-90% acetonitrile in water in 10 min) afforded our desired product [6,7-Dimethoxy-4-(1H-tetrazol-5-yl)-isoquinolin-1-yl]-(3-ethoxy-phenyl)-methanone with trifluoro-acetic (31 mg, 55%) as a lig... The reactants are C1CC1C(=N)N.Cl (cyclopropylcarbamidine hydrochloride), C(C)OC=CC#N (3-ethoxyacrylonitrile). Product: C(C)(C)C1=NC=CC(=N1)N (2-isopropyl-pyrimidin-4-ylamine). As a reaction SMILES: [CH2:1]1[CH:3]([C:4]([NH2:6])=[NH:5])[CH2:2]1.Cl.C(O[CH:11]=[CH:12][C:13]#[N:14])C>>[CH:3]([C:4]1[N:6]=[C:13]([NH2:14])[CH:12]=[CH:11][N:5]=1)([CH3:1])[CH3:2] |f:0.1|. Procedure: This compound was made in analogy to example 2, step A] from cyclopropylcarbamidine hydrochloride (3 g) and 3-ethoxyacrylonitrile (2.5 mL) to give 2-isopropyl-pyrimidin-4-ylamine (1.36 g) as a light yellow foam. MS (ESI): 138.1 (MH+). Reactants: C[O-].[Na+] (Sodium methoxide), FC1=C(C=CC(=C1F)C=O)C1=C(C=C(C=C1)F)F (2,2′,3,4′-tetrafluorobiphenyl-4-carbaldehyde). Run in CO (methanol). Yields the product FC1=C(C=CC(=C1OC)C=O)C1=C(C=C(C=C1)F)F (2,2′,4′-Trifluoro-3-methoxybiphenyl-4-carbaldehyde). The yield is 99.1%. As a reaction SMILES: [CH3:1][O-:2].[Na+].[F:4][C:5]1[C:10](F)=[C:9]([CH:12]=[O:13])[CH:8]=[CH:7][C:6]=1[C:14]1[CH:19]=[CH:18][C:17]([F:20])=[CH:16][C:15]=1[F:21]>CO>[F:4][C:5]1[C:10]([O:2][CH3:1])=[C:9]([CH:12]=[O:13])[CH:8]=[CH:7][C:6]=1[C:14]1[CH:19]=[CH:18][C:17]([F:20])=[CH:16][C:15]=1[F:21] |f:0.1|. Reported procedure: Sodium methoxide (28% methanol solution, 5.64 g) was added at room temperature to a methanol (120 mL) solution of 2,2′,3,4′-tetrafluorobiphenyl-4-carbaldehyde (4.95 g), and the mixture was heated to reflux for 16 hours in a nitrogen atmosphere. The reaction mixture was cooled to room temperature, and then, the solvent was distilled off under reduced pressure. The obtained residue was diluted with ethyl acetate and water, followed by extraction with ethyl acetate. The obtained organic layer was w... Starting materials: C1COCCO1, COC(=O)c1ccc2cc(-c3nc(Cl)ncc3C)sc2c1, CN1CCN(CCCN)CC1. Product: COC(=O)c1ccc2cc(-c3nc(NCCCN4CCN(C)CC4)ncc3C)sc2c1. RXN SMILES: [CH2:33]1[O:34][CH2:35][CH2:36][O:37][CH2:38]1.[CH3:1][O:2][C:3](=[O:4])[c:5]1[cH:6][cH:7][c:8]2[c:9]([s:10][c:11](-[c:13]3[n:14][c:15]([Cl:20])[n:16][cH:17][c:18]3[CH3:19])[cH:12]2)[cH:21]1.[NH2:22][CH2:23][CH2:24][CH2:25][N:26]1[CH2:27][CH2:28][N:29]([CH3:32])[CH2:30][CH2:31]1>>[CH3:1][O:2][C:3](=[O:4])[c:5]1[cH:6][cH:7][c:8]2[c:9]([s:10][c:11](-[c:13]3[n:14][c:15]([NH:22][CH2:23][CH2:24][CH2:25][N:26]4[CH2:27][CH2:28][N:29]([CH3:32])[CH2:30][CH2:31]4)[n:16][cH:17][c:18]3[CH3:19])[cH:12]2)[cH:21]1. Reactants: CCCCCN, CCOC(=O)C(=Cc1ccc(-c2cccc(N(C)C(=O)Oc3ccc([N+](=O)[O-])cc3)n2)cc1)OCC, CCOC(C)=O, CN(C)C=O, O. Product: CCCCCNC(=O)N(C)c1cccc(-c2ccc(C=C(OCC)C(=O)OCC)cc2)n1. As a reaction SMILES: [CH2:1]([CH2:2][CH2:3][CH2:4][CH3:5])[NH2:6].[CH2:7]([CH3:8])[O:9][C:10]([C:11](=[O:12])[O:13][CH2:14][CH3:15])=[CH:16][c:17]1[cH:18][cH:19][c:20](-[c:23]2[n:24][c:25]([N:29]([C:30]([O:32][c:31]3[cH:33][cH:34][c:35]([N+:36]([O-:37])=[O:38])[cH:39][cH:40]3)=[O:41])[CH3:42])[cH:26][cH:27][cH:28]2)[cH:21][cH:22]1.[CH3:44][CH2:45][O:46][C:47](=[O:48])[CH3:49].[CH3:50][N:51]([CH3:52])[CH:53]=[O:54].[OH2:43]>>[CH2:1]([CH2:2][CH2:3][CH2:4][CH3:5])[NH:6][C:30]([N:29]([c:25]1[n:24][c:23](-[c:20]2[cH:19][cH:18][c:17]([CH:16]=[C:10]([O:9][CH2:7][CH3:8])[C:11](=[O:12])[O:13][CH2:14][CH3:15])[cH:22][cH:21]2)[cH:28][cH:27][cH:26]1)[CH3:42])=[O:32]. Reactants: BrCCOCc1ccccc1, CCOC(C)=O, [K+], [K+], O=C([O-])[O-], CN(C)C=O, COC(=O)c1cc(O)cc(OC)c1. The product is COC(=O)c1cc(OC)cc(OCCOCc2ccccc2)c1. Reaction SMILES: [Br:20][CH2:21][CH2:22][O:23][CH2:24][c:25]1[cH:26][cH:27][cH:28][cH:29][cH:30]1.[CH3:36][CH2:37][O:38][C:39]([CH3:40])=[O:41].[K+:14].[K+:15].[O-:16][C:17]([O-:18])=[O:19].[O:31]=[CH:32][N:33]([CH3:34])[CH3:35].[OH:1][c:2]1[cH:3][c:4]([C:5](=[O:6])[O:7][CH3:8])[cH:9][c:10]([O:12][CH3:13])[cH:11]1>>[O:1]([c:2]1[cH:3][c:4]([C:5](=[O:6])[O:7][CH3:8])[cH:9][c:10]([O:12][CH3:13])[cH:11]1)[CH2:21][CH2:22][O:23][CH2:24][c:25]1[cH:26][cH:27][cH:28][cH:29][cH:30]1.